This data is from the Open Reaction Database (ORD), a public repository of structured organic reaction records. The task is: describe an organic reaction: reactants, conditions, products, and yield Starting materials: OC(C(=S)N1CC2=C(CC1)N=C(O2)C2=CC=CC=C2)CC (2-hydroxy-1-(2-phenyl-6,7-dihydro-4H-oxazolo[5,4-c]pyridin-5-yl)-butan-1-thione), C(C)OC(=O)NN (ethylhydrazinecarboxylate). Reagents/catalysts: C(C)(=O)[O-].[Hg+] (mercury acetate). The solvent is C1CCOC1 (THF). Conditions: time 2 hour. The product is OC(C(N1CC2=C(CC1)N=C(O2)C2=CC=CC=C2)=NNC(=O)OCC)CC (Ethyl N′-[2-hydroxy-1-(2-phenyl-6,7-dihydro-4H-oxazolo[5,4-c]pyridin-5-yl)-butylidene]-hydrazinecarboxylate). Reaction SMILES: [OH:1][CH:2]([CH2:20][CH3:21])[C:3]([N:5]1[CH2:10][CH2:9][C:8]2[N:11]=[C:12]([C:14]3[CH:19]=[CH:18][CH:17]=[CH:16][CH:15]=3)[O:13][C:7]=2[CH2:6]1)=S.[CH2:22]([O:24][C:25]([NH:27][NH2:28])=[O:26])[CH3:23]>C1COCC1.C([O-])(=O)C.[Hg+]>[OH:1][CH:2]([CH2:20][CH3:21])[C:3](=[N:28][NH:27][C:25]([O:24][CH2:22][CH3:23])=[O:26])[N:5]1[CH2:10][CH2:9][C:8]2[N:11]=[C:12]([C:14]3[CH:19]=[CH:18][CH:17]=[CH:16][CH:15]=3)[O:13][C:7]=2[CH2:6]1 |f:3.4|. Procedure: 185.00 mg (612 μmol) 2-hydroxy-1-(2-phenyl-6,7-dihydro-4H-oxazolo[5,4-c]pyridin-5-yl)-butan-1-thione, 70.00 mg (672 μmol) ethylhydrazinecarboxylate and 200.00 mg (628 μmol) mercury acetate are placed in 10 mL THF and the mixture is stirred for 2 h at RT. The reaction mixture is filtered through silica gel suction and the solvent is eliminated in vacuo. Product: C12(CCCCC2C1)CO (bicyclo[4.1.0]heptan-1-ylmethanol). Starting materials: C1(=CCCCC1)CO (cyclohex-1-en-1-ylmethanol), C(C)[Zn]CC (diethylzinc), crude product, ClCI (chloroiodomethane). Reported procedure: To a solution of cyclohex-1-en-1-ylmethanol (0.6 g, 5.35 mmol) in DCE (5 mL) at 0° C., was added 1 N diethylzinc in hexane (8.56 mL), the reaction mixture was stirred for 10 min, then chloroiodomethane (1.242 ml, 17.12 mmol) was added. The reaction mixture was stirred at 0° C. for 1 h, and then stirred at rt for 16 hr. The reaction was diluted with EtOAc and 1 N HCl, the organic phase was washed with sat. NaCl, dried over anhydrous Na2SO4, filtered and concentrated to yield an oil. The crude pro... Reaction conditions: time 10 minute. Run in CCOC(=O)C (EtOAc), Cl (HCl), ClCCCl (DCE), CCCCCC (hexane). RXN SMILES: [C:1]1([CH2:7][OH:8])[CH2:6][CH2:5][CH2:4][CH2:3][CH:2]=1.[CH2:9]([Zn]CC)C.ClCI>ClCCCl.CCCCCC.CCOC(C)=O.Cl>[C:1]12([CH2:7][OH:8])[CH2:9][CH:6]1[CH2:5][CH2:4][CH2:3][CH2:2]2. The reactants are CC(C)(C)OC(=O)N1CCC2(CCCN2Cc2ccccc2)C1, CO. Yields the product CC(C)(C)OC(=O)N1CCC2(CCCN2)C1. RXN SMILES: [CH2:1]([c:2]1[cH:3][cH:4][cH:5][cH:6][cH:7]1)[N:8]1[C:9]2([CH2:10][CH2:11][N:12]([C:14](=[O:15])[O:16][C:17]([CH3:18])([CH3:19])[CH3:20])[CH2:13]2)[CH2:21][CH2:22][CH2:23]1.[CH3:24][OH:25]>>[NH:8]1[C:9]2([CH2:10][CH2:11][N:12]([C:14](=[O:15])[O:16][C:17]([CH3:18])([CH3:19])[CH3:20])[CH2:13]2)[CH2:21][CH2:22][CH2:23]1. Reactants: OS(=O)(=O)O (H2SO4), ice, [NH4+].[OH-] (NH4OH), C1=NC=CC2=CC=CC=C12 (Isoquinoline), BrN1C(CCC1=O)=O (N-bromosuccinimide). The solvent is CCCCCCC (heptane). Run at temperature -10 celsius. Yields the product BrC1=C2C=CN=CC2=CC=C1 (5-bromoisoquinoline). As a reaction SMILES: OS(O)(=O)=O.[CH:6]1[C:15]2[C:10](=[CH:11][CH:12]=[CH:13][CH:14]=2)[CH:9]=[CH:8][N:7]=1.[Br:16]N1C(=O)CCC1=O.[NH4+].[OH-]>CCCCCCC>[Br:16][C:11]1[CH:12]=[CH:13][CH:14]=[C:15]2[C:10]=1[CH:9]=[CH:8][N:7]=[CH:6]2 |f:3.4|. Reported procedure: Concentrated H2SO4 (260 mL) was cooled to −25° C. while stirring with a mechanical stirrer. Isoquinoline (30 mL, 0.25 mol) was added slowly so the temperature did not exceed 0° C. After the addition was complete the red solution was recooled to −25° C. and treated with N-bromosuccinimide (55.49 g, 0.31 mol) in small portions so that the temperature did not exceed −20° C. The reaction mixture was stirred for 5 hours keeping the temperature between −30° C. and −18° C. The reaction mixture was then... Starting materials: CCn1cc(C(=O)O)c(=O)c2cc(F)c(F)c(F)c21, CC#N, C1CC2CNC1CN2, Cl, Cl, C1CCC2=NCCCN2CC1. Yields the product CCn1cc(C(=O)O)c(=O)c2cc(F)c(N3CC4CCC3CN4)c(F)c21. RXN SMILES: [CH2:1]([CH3:2])[n:3]1[cH:4][c:5]([C:17](=[O:18])[OH:19])[c:6](=[O:16])[c:7]2[cH:8][c:9]([F:15])[c:10]([F:14])[c:11]([F:13])[c:12]12.[CH3:41][C:42]#[N:43].[CH:22]12[NH:23][CH2:24][CH:25]([NH:26][CH2:27]1)[CH2:28][CH2:29]2.[ClH:20].[ClH:21].[N:30]12[CH2:31][CH2:32][CH2:33][N:34]=[C:35]1[CH2:36][CH2:37][CH2:38][CH2:39][CH2:40]2>>[CH2:1]([CH3:2])[n:3]1[cH:4][c:5]([C:17](=[O:18])[OH:19])[c:6](=[O:16])[c:7]2[cH:8][c:9]([F:15])[c:10]([N:23]3[CH:22]4[CH2:27][NH:26][CH:25]([CH2:24]3)[CH2:28][CH2:29]4)[c:11]([F:13])[c:12]12. Isolated yield 71.0%. Reactants: [H-].[Na+] (sodium hydride), C(C)(=O)N1CCC(CC1)O (1-acetylpiperidin-4-ol), BrC=1C=NC=C(C1)CBr (3-bromo-5-bromomethyl-pyridine). Solvent: CN(C)C=O (DMF). RXN SMILES: [C:1]([N:4]1[CH2:9][CH2:8][CH:7]([OH:10])[CH2:6][CH2:5]1)(=[O:3])[CH3:2].[H-].[Na+].[Br:13][C:14]1[CH:15]=[N:16][CH:17]=[C:18]([CH2:20]Br)[CH:19]=1>CN(C=O)C>[Br:13][C:14]1[CH:19]=[C:18]([CH2:20][O:10][CH:7]2[CH2:8][CH2:9][N:4]([C:1](=[O:3])[CH3:2])[CH2:5][CH2:6]2)[CH:17]=[N:16][CH:15]=1 |f:1.2|. Yields the product BrC=1C=C(C=NC1)COC1CCN(CC1)C(C)=O (1-[4-(5-Bromo-pyridin-3-ylmethoxy)-piperidin-1-yl]-ethanone). Procedure: To a cooled (0° C.) solution of 1-acetylpiperidin-4-ol (2.0 g, 14.2 mmol) in DMF (25 mL) is added sodium hydride (60% dispersion in mineral oil, 567 mg, 14.2 mmol). After stifling at 0° C. for 15 min, 3-bromo-5-bromomethyl-pyridine (2.4 g, 9.45 mmol) is added. The reaction is allowed to warm and stir at room temperature for 1 h. The reaction is quenched with the addition of saturated aqueous ammonium chloride and water and is extracted with EtOAc. The combined organic layers are dried (Na2SO4) a... Reaction conditions: time 15 minute. Reactants: C(O)([O-])=O.[Na+] (sodium hydrogen carbonate), [OH-].[Na+] (sodium hydroxide), NCC1CN(CCO1)CC1=CC=CC=C1 (2-aminomethyl-4-benzylmorpholine), N1=CC=CC=C1 (pyridine), C(C)(=O)OC(C)=O (acetic anhydride). Solvent: C1(=CC=CC=C1)C (toluene). Reaction conditions: time 1 hour. Product: C(C)(=O)NCC1CN(CCO1)CC1=CC=CC=C1 (2-(N-acetylaminomethyl)-4-benzylmorpholine). Yield: 44.9%. As a reaction SMILES: [NH2:1][CH2:2][CH:3]1[O:8][CH2:7][CH2:6][N:5]([CH2:9][C:10]2[CH:15]=[CH:14][CH:13]=[CH:12][CH:11]=2)[CH2:4]1.N1C=CC=CC=1.[C:22](OC(=O)C)(=[O:24])[CH3:23].C(=O)([O-])O.[Na+].[OH-].[Na+]>C1(C)C=CC=CC=1>[C:22]([NH:1][CH2:2][CH:3]1[O:8][CH2:7][CH2:6][N:5]([CH2:9][C:10]2[CH:15]=[CH:14][CH:13]=[CH:12][CH:11]=2)[CH2:4]1)(=[O:24])[CH3:23] |f:3.4,5.6|. Procedure details: To a solution of crude 2-aminomethyl-4-benzylmorpholine (48 g) in toluene (400 ml) was added pyridine (24.5 ml, 0.303 mol) and then acetic anhydride (26.4 ml, 0.280 mol) was added dropwise under ice-cooling over 10 minutes and then allowed to rise to room temperature and the mixture was stirred for one hour. To the reaction mixture was added aqueous saturated sodium hydrogen carbonate (200 ml) under ice-cooling and then 10% aqueous sodium hydroxide was added until the mixture became strongly bas... Reactants: CC(C)(O)COCc1cccc(Br)n1, CO, [K+], [K+], N#N, O=C([O-])[O-], NC(=O)c1cc(-c2ccc(N3CCS(=O)(=O)CC3)cc2)sc1[N+](=O)[O-], O=C(C=Cc1ccccc1)C=Cc1ccccc1, O=C(C=Cc1ccccc1)C=Cc1ccccc1, O=C(C=Cc1ccccc1)C=Cc1ccccc1, [Pd], [Pd]. The product is CC(C)(O)COCc1cccc(Nc2sc(-c3ccc(N4CCS(=O)(=O)CC4)cc3)cc2C(N)=O)n1. As a reaction SMILES: [Br:28][c:29]1[cH:30][cH:31][cH:32][c:33]([CH2:35][O:36][CH2:37][C:38]([CH3:39])([OH:40])[CH3:41])[n:34]1.[CH3:48][OH:49].[K+:42].[K+:43].[N:26]#[N:27].[O-:44][C:45]([O-:46])=[O:47].[O:1]=[S:2]1(=[O:25])[CH2:3][CH2:4][N:5]([c:8]2[cH:9][cH:10][c:11](-[c:14]3[cH:15][c:16]([C:22](=[O:23])[NH2:24])[c:17]([N+:19]([O-:20])=[O:21])[s:18]3)[cH:12][cH:13]2)[CH2:6][CH2:7]1.[O:52]=[C:53]([CH:54]=[CH:55][c:56]1[cH:57][cH:58][cH:59][cH:60][cH:61]1)[CH:62]=[CH:63][c:64]1[cH:65][cH:66][cH:67][cH:68][cH:69]1.[O:70]=[C:71]([CH:72]=[CH:73][c:74]1[cH:75][cH:76][cH:77][cH:78][cH:79]1)[CH:80]=[CH:81][c:82]1[cH:83][cH:84][cH:85][cH:86][cH:87]1.[O:88]=[C:89]([CH:90]=[CH:91][c:92]1[cH:93][cH:94][cH:95][cH:96][cH:97]1)[CH:98]=[CH:99][c:100]1[cH:101][cH:102][cH:103][cH:104][cH:105]1.[Pd:50].[Pd:51]>>[O:1]=[S:2]1(=[O:25])[CH2:3][CH2:4][N:5]([c:8]2[cH:9][cH:10][c:11](-[c:14]3[cH:15][c:16]([C:22](=[O:23])[NH2:24])[c:17]([NH:19][c:29]4[cH:30][cH:31][cH:32][c:33]([CH2:35][O:36][CH2:37][C:38]([CH3:39])([OH:40])[CH3:41])[n:34]4)[s:18]3)[cH:12][cH:13]2)[CH2:6][CH2:7]1. Starting materials: C(=O)([O-])[O-].[K+].[K+] (K2CO3), BrC1=NC(=C2N1CCN(C2)C)C(=O)N[C@H](C(=O)NC)C(C)(C)C ((S)-3-bromo-N-(3,3-dimethyl-1-(methylamino)-1-oxobutan-2-yl)-7-methyl-5,6,7,8-tetrahydroimidazo[1,5-a]pyrazine-1-carboxamide), CC([C@@H](C(=O)NC)NC(=O)C=1N=C(N2C1CN(CC2)C)C#CC2=CC=CC=C2)(C)C ((S)-N-(3,3-dimethyl-1-(methylamino)-1-oxobutan-2-yl)-7-methyl-3-(phenylethynyl)-5,6,7,8-tetrahydroimidazo[1,5-a]pyrazine-1-carboxamide), ClC/C=C/B(O)O ((E)-3-chloroprop-1-enylboronic acid), N1CCOCC1 (morpholine). The reagents and catalysts are C=1C=CC(=CC1)[P](C=2C=CC=CC2)(C=3C=CC=CC3)[Pd]([P](C=4C=CC=CC4)(C=5C=CC=CC5)C=6C=CC=CC6)([P](C=7C=CC=CC7)(C=8C=CC=CC8)C=9C=CC=CC9)[P](C=1C=CC=CC1)(C=1C=CC=CC1)C=1C=CC=CC1 (Pd(PPh3)4). The solvent is O (water), CCOC(=O)C (EtOAc), O1CCOCC1 (dioxane). The product is CC([C@@H](C(=O)NC)NC(=O)C=1N=C(N2C1CN(CC2)C)\C=C\CN2CCOCC2)(C)C ((S,E)-N-(3,3-dimethyl-1-(methylamino)-1-oxobutan-2-yl)-7-methyl-3-(3-morpholinoprop-1-enyl)-5,6,7,8-tetrahydroimidazo[1,5-a]pyrazine-1-carboxamide). The yield is 34.0%. RXN SMILES: BrC1N2CCN(C)CC2=[C:4]([C:12]([NH:14][C@@H:15](C(C)(C)C)[C:16](NC)=[O:17])=O)N=1.[CH3:24][C:25]([CH3:53])([CH3:52])[C@H:26]([NH:31][C:32]([C:34]1[N:35]=[C:36]([C:44]#[C:45][C:46]2C=CC=CC=2)[N:37]2[CH2:42][CH2:41][N:40]([CH3:43])[CH2:39][C:38]=12)=[O:33])[C:27]([NH:29][CH3:30])=[O:28].ClC/C=C/B(O)O.C([O-])([O-])=O.[K+].[K+].N1CCOCC1>O1CCOCC1.CCOC(C)=O.C1C=CC([P]([Pd]([P](C2C=CC=CC=2)(C2C=CC=CC=2)C2C=CC=CC=2)([P](C2C=CC=CC=2)(C2C=CC=CC=2)C2C=CC=CC=2)[P](C2C=CC=CC=2)(C2C=CC=CC=2)C2C=CC=CC=2)(C2C=CC=CC=2)C2C=CC=CC=2)=CC=1.O>[CH3:24][C:25]([CH3:53])([CH3:52])[C@H:26]([NH:31][C:32]([C:34]1[N:35]=[C:36](/[CH:44]=[CH:45]/[CH2:46][N:14]2[CH2:12][CH2:4][O:17][CH2:16][CH2:15]2)[N:37]2[CH2:42][CH2:41][N:40]([CH3:43])[CH2:39][C:38]=12)=[O:33])[C:27]([NH:29][CH3:30])=[O:28] |f:3.4.5,^1:88,90,109,128|. Reported procedure: (S)-3-bromo-N-(3,3-dimethyl-1-(methylamino)-1-oxobutan-2-yl)-7-methyl-5,6,7,8-tetrahydroimidazo[1,5-a]pyrazine-1-carboxamide (Compound 203; 0.12 g, 0.31 mmol) was dissolved in dioxane (4 mL) and (E)-3-chloroprop-1-enylboronic acid (0.037 g, 0.31 mmol) was added, followed by K2CO3 (0.11 g, 0.82 mmol), morpholine (0.054 g, 0.66 mmol) and water (0.80 mL). The resulting mixture was degassed with nitrogen and Pd(PPh3)4 (0.019 g, 0.017 mmol) was added. The mixture was subjected to microwave irradiatio... Reactants: CO, CC(C)=O, CCCCCCCCCCNC(=N)NC(=N)NCCc1ccc(OC)cc1, Cl, Cl, Cl. Yields the product CCCCCCCCCCNC1=NC(C)(C)N=C(NCCc2ccc(OC)cc2)N1, Cl. RXN SMILES: [CH3:1][OH:2].[CH3:33][C:34]([CH3:35])=[O:36].[CH3:6][O:7][c:8]1[cH:9][cH:10][c:11]([CH2:12][CH2:13][NH:14][C:15](=[NH:16])[NH:17][C:18](=[NH:19])[NH:20][CH2:21][CH2:22][CH2:23][CH2:24][CH2:25][CH2:26][CH2:27][CH2:28][CH2:29][CH3:30])[cH:31][cH:32]1.[ClH:3].[ClH:4].[ClH:5]>>[CH3:6][O:7][c:8]1[cH:9][cH:10][c:11]([CH2:12][CH2:13][NH:14][C:15]2=[N:16][C:34]([CH3:33])([CH3:35])[N:19]=[C:18]([NH:20][CH2:21][CH2:22][CH2:23][CH2:24][CH2:25][CH2:26][CH2:27][CH2:28][CH2:29][CH3:30])[NH:17]2)[cH:31][cH:32]1.[ClH:3].